From a dataset of the Open Reaction Database (ORD), a public repository of structured organic reaction records. describe an organic reaction: reactants, conditions, products, and yield Starting materials: CCOC(=O)c1c2n(c3cc4c(cc3c1=O)OCO4)C(C)CS2, CCO, [Na+], [OH-], O. Yields the product CC1CSc2c(C(=O)O)c(=O)c3cc4c(cc3n21)OCO4. Reaction SMILES: [CH3:1][CH:2]1[CH2:3][S:4][c:5]2[n:6]1[c:7]1[cH:8][c:9]3[c:10]([cH:11][c:12]1[c:13](=[O:20])[c:14]2[C:15](=[O:16])[O:17][CH2:18][CH3:19])[O:21][CH2:22][O:23]3.[CH3:27][CH2:28][OH:29].[Na+:25].[OH-:24].[OH2:26]>>[CH3:1][CH:2]1[CH2:3][S:4][c:5]2[n:6]1[c:7]1[cH:8][c:9]3[c:10]([cH:11][c:12]1[c:13](=[O:20])[c:14]2[C:15](=[O:16])[OH:17])[O:21][CH2:22][O:23]3. Reactants: CC1=CC=C(C=C1)S(=O)(=O)CC=1N=C(SC1)C1=CC=C(C(=O)OC)C=C1 (Methyl 4-(4-{[(4-Methylphenyl)sulfonyl]methyl}-1,3-thiazol-2-yl)benzoate). Run in Cl (HCl). Product: CC1=CC=C(C=C1)S(=O)(=O)CC=1N=C(SC1)C1=CC=C(C(=O)O)C=C1 (4-(4-{[(4-Methylphenyl)sulfonyl]methyl}-1,3-thiazol-2-yl)benzoic Acid). The yield is 100.0%. RXN SMILES: [CH3:1][C:2]1[CH:7]=[CH:6][C:5]([S:8]([CH2:11][C:12]2[N:13]=[C:14]([C:17]3[CH:26]=[CH:25][C:20]([C:21]([O:23]C)=[O:22])=[CH:19][CH:18]=3)[S:15][CH:16]=2)(=[O:10])=[O:9])=[CH:4][CH:3]=1>Cl>[CH3:1][C:2]1[CH:3]=[CH:4][C:5]([S:8]([CH2:11][C:12]2[N:13]=[C:14]([C:17]3[CH:26]=[CH:25][C:20]([C:21]([OH:23])=[O:22])=[CH:19][CH:18]=3)[S:15][CH:16]=2)(=[O:9])=[O:10])=[CH:6][CH:7]=1. Reported procedure: Reaction of benzoate 52 (407 mg, 1.05 mmol) and 6 M HCl (20 mL) gave acid 53 (392 mg, 100%) as a white solid: mp (H2O) 270-272° C.; 1H NMR δ 13.15 (br s, 1H, CO2H), 8.01 (ddd, J=8.6, 1.9, 1.7 Hz, 2H, H-2, H-6), 7.83 (ddd, J=8.6, 1.9, 1.7 Hz, 2H, H-3, H-5), 7.70 (s, 1H, H-5′), 7.65 (br d, J=8.3, 2H, H-2″, H-6″), 7.41 (br d, J=8.3 Hz, 2H, H-3″, H-5″), 4.87 (s, 2H, CH2SO2), 2.39 (s, 3H, CH3); MS m/z 374.6 (MH+, 100%). Anal. calcd for C18H15NO4S2: C, 57.89; H, 4.05; N, 3.75. Found: C, 57.89; H, 4.07...